The task is: describe an organic reaction: reactants, conditions, products, and yield. This data is from the Open Reaction Database (ORD), a public repository of structured organic reaction records. Starting materials: [Li]CCCC (n-BuLi), O (Water), C(CC)C1=CC=C(C=C1)C1=CC(=C(C=C1)C=1SC=CC1)F (2-(4′-propyl-3-fluorobiphenyl-4-yl)thiophene), C1=CC=C(C=C1)S(=O)(=O)N(F)S(=O)(=O)C2=CC=CC=C2 (N-fluorobenzenesulfonimide). The solvent is C1CCOC1 (THF), C1CCOC1 (THF). Run at temperature 0 celsius, time 30 minute. The product is FC=1SC(=CC1)C1=C(C=C(C=C1)C1=CC=C(C=C1)CCC)F (2-fluoro-5-(3-fluoro-4′-propylbiphenyl-4-yl)thiophene). Reaction SMILES: [CH2:1]([C:4]1[CH:9]=[CH:8][C:7]([C:10]2[CH:15]=[CH:14][C:13]([C:16]3[S:17][CH:18]=[CH:19][CH:20]=3)=[C:12]([F:21])[CH:11]=2)=[CH:6][CH:5]=1)[CH2:2][CH3:3].[Li]CCCC.C1C=CC(S(N(S(C2C=CC=CC=2)(=O)=O)[F:37])(=O)=O)=CC=1.O>C1COCC1>[F:37][C:18]1[S:17][C:16]([C:13]2[CH:14]=[CH:15][C:10]([C:7]3[CH:6]=[CH:5][C:4]([CH2:1][CH2:2][CH3:3])=[CH:9][CH:8]=3)=[CH:11][C:12]=2[F:21])=[CH:20][CH:19]=1. Procedure: 4.0 g (13.5 mmol) of 2-(4′-propyl-3-fluorobiphenyl-4-yl)thiophene (“PGT-3-H”) are initially introduced at −20° C. in THF, and 9.3 ml (14.8 mmol) of n-BuLi (15% solution in hexane) are added dropwise. The mixture is warmed to 0° C. and stirred at this temperature for 30 min. The batch is cooled to −78° C., and a solution of 5.11 g (16.2 mmol) of N-fluorobenzenesulfonimide (NFSI) in THF is metered in. After 30 min at −78° C., the batch is warmed to room temperature. Water is added, and the mixture... Reactants: C1(=C(C=CC=C1)CC(=O)N1C[C@H](CC1)NC1=NC2=CC=CC=C2C(=N1)N1CCN(CCC1)C(=O)OC(C)(C)C)C1=CC=CC=C1 (t-Butyl 4-(2-((S)-1-(2-biphenyl-2-ylethanoyl)pyrrolidin-3-ylamino)quinazolin-4-yl)-[1,4]diazepane-1-carboxylate), Cl (HCl). Solvent: C(C)(=O)OCC (ethyl acetate), C(C)(=O)OCC (ethyl acetate). Reaction conditions: time 8 hour. Product: Cl.Cl.C1(=C(C=CC=C1)CC(=O)N1C[C@H](CC1)NC1=NC2=CC=CC=C2C(=N1)N1CCNCCC1)C1=CC=CC=C1 (2-biphenyl-2-yl-1-((S)-3-(4-[1,4]diazepan-1-ylquinazolin-2-ylamino)pyrrolidin-1-yl)ethanone dihydrochloride). As a reaction SMILES: [C:1]1([C:40]2[CH:45]=[CH:44][CH:43]=[CH:42][CH:41]=2)[CH:6]=[CH:5][CH:4]=[CH:3][C:2]=1[CH2:7][C:8]([N:10]1[CH2:14][CH2:13][C@H:12]([NH:15][C:16]2[N:25]=[C:24]([N:26]3[CH2:32][CH2:31][CH2:30][N:29](C(OC(C)(C)C)=O)[CH2:28][CH2:27]3)[C:23]3[C:18](=[CH:19][CH:20]=[CH:21][CH:22]=3)[N:17]=2)[CH2:11]1)=[O:9].[ClH:46]>C(OCC)(=O)C>[ClH:46].[ClH:46].[C:1]1([C:40]2[CH:45]=[CH:44][CH:43]=[CH:42][CH:41]=2)[CH:6]=[CH:5][CH:4]=[CH:3][C:2]=1[CH2:7][C:8]([N:10]1[CH2:14][CH2:13][C@H:12]([NH:15][C:16]2[N:25]=[C:24]([N:26]3[CH2:32][CH2:31][CH2:30][NH:29][CH2:28][CH2:27]3)[C:23]3[C:18](=[CH:19][CH:20]=[CH:21][CH:22]=3)[N:17]=2)[CH2:11]1)=[O:9] |f:3.4.5|. Procedure details: t-Butyl 4-(2-((S)-1-(2-biphenyl-2-ylethanoyl)pyrrolidin-3-ylamino)quinazolin-4-yl)-[1,4]diazepane-1-carboxylate (0.53 g) synthesized in the same manner as in Example 1 was dissolved in ethyl acetate (3 mL), followed by addition of a solution (2.2 mL) of 4 M HCl in ethyl acetate, and the mixture was stirred overnight. Precipitated solids were collected by filtration and then washed with hexane to obtain 2-biphenyl-2-yl-1-((S)-3-(4-[1,4]diazepan-1-ylquinazolin-2-ylamino)pyrrolidin-1-yl)ethanone di... Starting materials: C([O-])([O-])=O.[K+].[K+] (Potassium carbonate), Cl.C(C)(=O)SC1/C(/CN(CC1)C(C(=O)C1CC1)C1=C(C=CC=C1)F)=C/C1=NN=NN1CC(=O)OC ((E)-4-(acetylsulfanyl)-1-[2-cyclopropyl-1-(2-fluorophenyl)-2-oxoethyl]-3-{[1-(methoxycarbonylmethyl)-1H-tetrazol-5-yl]methylidene}piperidine hydrochloride). Run in CO (methanol). Reaction conditions: time 15 minute. The product is Cl.C1(CC1)C(C(C1=C(C=CC=C1)F)N1C\C(\C(CC1)S)=C/C1=NN=NN1CC(=O)OC)=O ((E)-1-[2-cyclopropyl-1-(2-fluorophenyl)-2-oxoethyl]-3-{[1-(methoxycarbonylmethyl)-1H-tetrazol-5-yl]methylidene}-4-sulfanylpiperidine hydrochloride). The yield is 49.0%. As a reaction SMILES: C(=O)([O-])[O-].[K+].[K+].[ClH:7].C([S:11][CH:12]1[CH2:17][CH2:16][N:15]([CH:18]([C:24]2[CH:29]=[CH:28][CH:27]=[CH:26][C:25]=2[F:30])[C:19]([CH:21]2[CH2:23][CH2:22]2)=[O:20])[CH2:14]/[C:13]/1=[CH:31]\[C:32]1[N:36]([CH2:37][C:38]([O:40][CH3:41])=[O:39])[N:35]=[N:34][N:33]=1)(=O)C>CO>[ClH:7].[CH:21]1([C:19](=[O:20])[CH:18]([N:15]2[CH2:16][CH2:17][CH:12]([SH:11])/[C:13](=[CH:31]/[C:32]3[N:36]([CH2:37][C:38]([O:40][CH3:41])=[O:39])[N:35]=[N:34][N:33]=3)/[CH2:14]2)[C:24]2[CH:29]=[CH:28][CH:27]=[CH:26][C:25]=2[F:30])[CH2:23][CH2:22]1 |f:0.1.2,3.4,6.7|. Reported procedure: Potassium carbonate (74 mg) was added to a solution of (E)-4-(acetylsulfanyl)-1-[2-cyclopropyl-1-(2-fluorophenyl)-2-oxoethyl]-3-{[1-(methoxycarbonylmethyl)-1H-tetrazol-5-yl]methylidene}piperidine hydrochloride (128 mg) in methanol (5 ml). After being stirred at room temperature for 15 minutes, the mixture was partitioned between water and ethyl acetate. The organic layer was separated, washed with a saturated aqueous sodium chloride solution and dried over anhydrous sodium sulfate. Concentration... Reactants: C([O-])([O-])=O.[K+].[K+] (Potassium carbonate), C(CC)S (1-propanethiol), CN1C(CCC1)=O (N-methylpyrolidone), FC1=C(C=C(C=C1)F)[N+](=O)[O-] (2,5-difluoronitrobenzene). Solvent: O (water). Run at temperature 90 celsius, time 2 hour. Yields the product FC1=CC(=C(C=C1)SCCC)[N+](=O)[O-] (4-fluoro-2-nitro-1-propylsulfanylbenzene). Isolated yield 99.1%. As a reaction SMILES: C(=O)([O-])[O-].[K+].[K+].[CH2:7]([SH:10])[CH2:8][CH3:9].CN1CCCC1=O.F[C:19]1[CH:24]=[CH:23][C:22]([F:25])=[CH:21][C:20]=1[N+:26]([O-:28])=[O:27]>O>[F:25][C:22]1[CH:23]=[CH:24][C:19]([S:10][CH2:7][CH2:8][CH3:9])=[C:20]([N+:26]([O-:28])=[O:27])[CH:21]=1 |f:0.1.2|. Procedure: Potassium carbonate (5.0 g, 36.2 mmol) and 1-propanethiol (2.7 g, 35.5 mmol) were added to a N-methylpyrolidone (NMP) solution (15 ml) of 2,5-difluoronitrobenzene (5.0 g, 31.4 mmol), and the mixture obtained was stirred at 90° C. for 2 hours. After the reaction mixture was cooled to room temperature, water (50 ml) was added, and the reaction product was extracted with ethyl acetate (100 ml). The organic layer was washed with water, and then dried over anhydrous magnesium sulfate. The resulting d... Yields the product NCCCC1CCCc2cc(S(=O)(=O)c3ccccc3)ccc21. Reaction SMILES: [CH2:24]1[O:25][CH2:26][CH2:27][CH2:28]1.[c:1]1([S:7](=[O:8])(=[O:9])[c:10]2[cH:11][c:12]3[c:17]([cH:18][cH:19]2)[CH:16]([CH2:20][CH2:21][C:22]#[N:23])[CH2:15][CH2:14][CH2:13]3)[cH:2][cH:3][cH:4][cH:5][cH:6]1>>[c:1]1([S:7](=[O:8])(=[O:9])[c:10]2[cH:11][c:12]3[c:17]([cH:18][cH:19]2)[CH:16]([CH2:20][CH2:21][CH2:22][NH2:23])[CH2:15][CH2:14][CH2:13]3)[cH:2][cH:3][cH:4][cH:5][cH:6]1. Starting materials: C1CCOC1, N#CCCC1CCCc2cc(S(=O)(=O)c3ccccc3)ccc21. Reactants: [H-].C(C(C)C)[Al+]CC(C)C (Diisobutylaluminium hydride), C1(=CC=CC=C1)C (toluene), C(C)(C)(C)OC(=O)N1CCN(CC1)C1=CC=C(C=C1)C(=O)OC (1-(tert-butoxycarbonyl)-4-(4-methoxycarbonylphenyl)piperazine). Yields the product C(C)(C)(C)OC(=O)N1CCN(CC1)C1=CC=C(C=C1)CO (1-(tert-Butoxycarbonyl)-4-(4-hydroxymethylphenyl)piperazine). Solvent: C1CCOC1 (THF). Conditions: temperature 0 celsius, time 2 hour. Procedure details: Diisobutylaluminium hydride in toluene (1.5M, 15 ml, 22.5 mmol) was added dropwise to a solution of 1-(tert-butoxycarbonyl)-4-(4-methoxycarbonylphenyl)piperazine (2.90 g, 9.05 mmol) in THF (116 ml) at 0° C. The mixture was stirred at 0° C. for 2 hours then allowed to warm to room temperature. The solution was recooled to -4° C. and the reaction quenched by the addition of methanol (6 ml), water (3 ml) and finally 2M sodium hydroxide (3 ml). The mixture was allowed to warm to room temperature, th... Reaction SMILES: [H-].C([Al+]CC(C)C)C(C)C.C1(C)C=CC=CC=1.[C:18]([O:22][C:23]([N:25]1[CH2:30][CH2:29][N:28]([C:31]2[CH:36]=[CH:35][C:34]([C:37](OC)=[O:38])=[CH:33][CH:32]=2)[CH2:27][CH2:26]1)=[O:24])([CH3:21])([CH3:20])[CH3:19]>C1COCC1>[C:18]([O:22][C:23]([N:25]1[CH2:26][CH2:27][N:28]([C:31]2[CH:32]=[CH:33][C:34]([CH2:37][OH:38])=[CH:35][CH:36]=2)[CH2:29][CH2:30]1)=[O:24])([CH3:21])([CH3:19])[CH3:20] |f:0.1|. The yield is 86.9%.